This data is from the Open Reaction Database (ORD), a public repository of structured organic reaction records. The task is: describe an organic reaction: reactants, conditions, products, and yield Reactants: NC1=NC(=NS1)/C(/C(=O)N[C@H]1[C@@H]2N(C(=C(CS2)COC(CC(C)=O)=O)C(=O)O)C1=O)=N/OCC (7β-[2-(5-amino-1,2,4-thiadiazol-3-yl)-2(Z)-ethoxyiminoacetamido]-3-(3-oxobutyryloxymethyl)-3-cephem-4-carboxylic acid), CC1=CC=CC=2N1C=NC2 (5-methylimidazo[1,5-a]pyridine). Yields the product NC1=NC(=NS1)/C(/C(=O)N[C@H]1[C@@H]2N(C(=C(CS2)C[N+]2=CN3C(C=CC=C3C)=C2)C(=O)[O-])C1=O)=N/OCC (7β-[2-(5-Amino-1,2,4-thiadiazol-3-yl)-2(Z)-ethoxyiminoacetamido]-3-[(5-methylimidazo[1,5-a]pyridinium-2-yl)methyl]-3-cephem-4-carboxylate). As a reaction SMILES: [NH2:1][C:2]1[S:6][N:5]=[C:4](/[C:7](=[N:31]/[O:32][CH2:33][CH3:34])/[C:8]([NH:10][C@@H:11]2[C:29](=[O:30])[N:13]3[C:14]([C:26]([OH:28])=[O:27])=[C:15]([CH2:18]OC(=O)CC(=O)C)[CH2:16][S:17][C@H:12]23)=[O:9])[N:3]=1.[CH3:35][C:36]1[N:41]2[CH:42]=[N:43][CH:44]=[C:40]2[CH:39]=[CH:38][CH:37]=1>>[NH2:1][C:2]1[S:6][N:5]=[C:4](/[C:7](=[N:31]/[O:32][CH2:33][CH3:34])/[C:8]([NH:10][C@@H:11]2[C:29](=[O:30])[N:13]3[C:14]([C:26]([O-:28])=[O:27])=[C:15]([CH2:18][N+:43]4[CH:44]=[C:40]5[CH:39]=[CH:38][CH:37]=[C:36]([CH3:35])[N:41]5[CH:42]=4)[CH2:16][S:17][C@H:12]23)=[O:9])[N:3]=1. Reported procedure: By the procedure of Example 1, 7β-[2-(5-amino-1,2,4-thiadiazol-3-yl)-2(Z)-ethoxyiminoacetamido]-3-(3-oxobutyryloxymethyl)-3-cephem-4-carboxylic acid is reacted with 5-methylimidazo[1,5-a]pyridine to give the title compound. Starting materials: O=[N+]([O-])c1cc(F)ccc1C1(CCCBr)OCCO1, O=C([O-])[O-], CC(=O)CC(C)C, Cl, [I-], [K+], [K+], [K+], OC1(c2cccc(C(F)(F)F)c2)CCNCC1. The product is O=[N+]([O-])c1cc(F)ccc1C1(CCCN2CCC(O)(c3cccc(C(F)(F)F)c3)CC2)OCCO1, Cl. As a reaction SMILES: [Br:1][CH2:2][CH2:3][CH2:4][C:5]1([c:10]2[c:11]([N+:17](=[O:18])[O-:19])[cH:12][c:13]([F:16])[cH:14][cH:15]2)[O:6][CH2:7][CH2:8][O:9]1.[C:37](=[O:38])([O-:39])[O-:40].[CH2:46]([C:47]([CH3:48])=[O:49])[CH:50]([CH3:51])[CH3:52].[ClH:45].[I-:44].[K+:41].[K+:42].[K+:43].[OH:20][C:21]1([c:27]2[cH:28][c:29]([C:33]([F:34])([F:35])[F:36])[cH:30][cH:31][cH:32]2)[CH2:22][CH2:23][NH:24][CH2:25][CH2:26]1>>[CH2:2]([CH2:3][CH2:4][C:5]1([c:10]2[c:11]([N+:17](=[O:18])[O-:19])[cH:12][c:13]([F:16])[cH:14][cH:15]2)[O:6][CH2:7][CH2:8][O:9]1)[N:24]1[CH2:23][CH2:22][C:21]([OH:20])([c:27]2[cH:28][c:29]([C:33]([F:34])([F:35])[F:36])[cH:30][cH:31][cH:32]2)[CH2:26][CH2:25]1.[ClH:45]. Reactants: NC1=C(C(=O)NC)C=C(C=C1)F (2-amino-5-fluoro-N-methylbenzamide), COC=1C=C(CCP(OCCOC)=O)C=CC1[N+](=O)[O-] (2-methoxyethyl (3-methoxy-4-nitrobenzyl)methylphosphinate), NC1=C(C(=O)NC)C=C(C=C1)F (2-amino-5-fluoro-N-methylbenzamide), COC=1C=C(CCP(OCCOC)=O)C=CC1[N+](=O)[O-] (2-methoxyethyl (3-methoxy-4-nitrobenzyl)methylphosphinate). Yields the product NC1=C(C=C(CCP(OCCOC)=O)C=C1)OC (2-Methoxyethyl (4-amino-3-methoxybenzyl)methylphosphinate). Reaction SMILES: NC1C=CC(F)=CC=1C(NC)=O.[CH3:13][O:14][C:15]1[CH:16]=[C:17]([CH:27]=[CH:28][C:29]=1[N+:30]([O-])=O)[CH2:18][CH2:19][PH:20](=[O:26])[O:21][CH2:22][CH2:23][O:24][CH3:25]>>[NH2:30][C:29]1[CH:28]=[CH:27][C:17]([CH2:18][CH2:19][PH:20](=[O:26])[O:21][CH2:22][CH2:23][O:24][CH3:25])=[CH:16][C:15]=1[O:14][CH3:13]. Reported procedure: The title compound was prepared according the procedure for 2-Amino-5-fluoro-N-methylbenzamide (Compound 102A) using 2-methoxyethyl (3-methoxy-4-nitrobenzyl)methylphosphinate (Compound 216B). 1H NMR (CDCl3, 400 MHz): δ=1.39 (d, J=13.64 Hz, 3 H), 3.10 (d, J=17.43 Hz, 2 H), 3.39 (s, 3 H), 3.54-3.59 (m, 2 H), 3.87 (s, 3 H), 4.09-4.14 (m, 2 H), 6.66-6.71 (m, 1 H), 6.76-6.79 (m, 1 H), 6.80 (t, J=1.89 Hz, 1 H). MS (ES+): m/z 274.11 [MH+] (TOF, polar).